Dataset: the Open Reaction Database (ORD), a public repository of structured organic reaction records. Task: describe an organic reaction: reactants, conditions, products, and yield Reactants: Cl.NCC1=CC=C(COC2=C(C(=C(C=C2)C(C(C)C)=O)O)C(F)(F)F)C=C1 (1-[4-(4-aminomethyl-benzyloxy)-2-hydroxy-3-trifluoromethyl-phenyl]-2-methyl-propan-1-one hydrochloride), CN1C=NC(=C1)C(=O)O (1-methyl-imidazole-4-carboxylic acid), O.ON1N=NC2=C1C=CC=C2 (1-hydroxybenzotriazole hydrate), 22-L, C(C)(C)N(CC)C(C)C (diisopropylethylamine), Cl.CN(CCCN=C=NCC)C (1-(3-dimethylaminopropyl)-3-ethylcarbodiimide hydrochloride). The solvent is O1CCCC1 (tetrahydrofuran), O (water). Conditions: time 8 hour. Yields the product OC=1C(=C(OCC2=CC=C(CNC(=O)C=3N=CN(C3)C)C=C2)C=CC1C(C(C)C)=O)C(F)(F)F (1-Methyl-1H-imidazole-4-carboxylic acid 4-(3-hydroxy-4-isobutyryl-2-trifluoromethyl-phenoxymethyl)-benzylamide). The yield is 148.3%. As a reaction SMILES: Cl.[NH2:2][CH2:3][C:4]1[CH:27]=[CH:26][C:7]([CH2:8][O:9][C:10]2[CH:15]=[CH:14][C:13]([C:16](=[O:20])[CH:17]([CH3:19])[CH3:18])=[C:12]([OH:21])[C:11]=2[C:22]([F:25])([F:24])[F:23])=[CH:6][CH:5]=1.[CH3:28][N:29]1[CH:33]=[C:32]([C:34](O)=[O:35])[N:31]=[CH:30]1.O.ON1C2C=CC=CC=2N=N1.C(N(C(C)C)CC)(C)C.Cl.CN(C)CCCN=C=NCC>O1CCCC1.O>[OH:21][C:12]1[C:11]([C:22]([F:23])([F:24])[F:25])=[C:10]([CH:15]=[CH:14][C:13]=1[C:16](=[O:20])[CH:17]([CH3:19])[CH3:18])[O:9][CH2:8][C:7]1[CH:6]=[CH:5][C:4]([CH2:3][NH:2][C:34]([C:32]2[N:31]=[CH:30][N:29]([CH3:28])[CH:33]=2)=[O:35])=[CH:27][CH:26]=1 |f:0.1,3.4,6.7|. Reported procedure: Mechanically stir suspensions of 1-[4-(4-aminomethyl-benzyloxy)-2-hydroxy-3-trifluoromethyl-phenyl]-2-methyl-propan-1-one hydrochloride (244 g, 604 mmol), 1-methyl-imidazole-4-carboxylic acid (95 g, 753 mmol), and 1-hydroxybenzotriazole hydrate (118 g, 770 mmol) in tetrahydrofuran (8 L) in two separate 22-L Morton flasks. Treat each solution with diisopropylethylamine (269 mL, 1.54 mol) and 1-(3-dimethylaminopropyl)-3-ethylcarbodiimide hydrochloride (145 g, 756 mmol) in single portions and stir ... Starting materials: COc1cc2oc(=O)c(-c3ccc(C(F)(F)F)cc3)c(Cc3ccc(O)cc3)c2cc1Br, C1CCOC1, O, OCCN1CCCC1, c1ccc(P(c2ccccc2)c2ccccc2)cc1. The product is COc1cc2oc(=O)c(-c3ccc(C(F)(F)F)cc3)c(Cc3ccc(OCCN4CCCC4)cc3)c2cc1Br. Reaction SMILES: [Br:1][c:2]1[cH:3][c:4]2[c:5]([CH2:25][c:26]3[cH:27][cH:28][c:29]([OH:32])[cH:30][cH:31]3)[c:6](-[c:15]3[cH:16][cH:17][c:18]([C:21]([F:22])([F:23])[F:24])[cH:19][cH:20]3)[c:7](=[O:14])[o:8][c:9]2[cH:10][c:11]1[O:12][CH3:13].[CH2:61]1[O:62][CH2:63][CH2:64][CH2:65]1.[OH2:60].[OH:52][CH2:53][CH2:54][N:55]1[CH2:56][CH2:57][CH2:58][CH2:59]1.[c:33]1([P:34]([c:35]2[cH:36][cH:37][cH:38][cH:39][cH:40]2)[c:41]2[cH:42][cH:43][cH:44][cH:45][cH:46]2)[cH:47][cH:48][cH:49][cH:50][cH:51]1>>[Br:1][c:2]1[cH:3][c:4]2[c:5]([CH2:25][c:26]3[cH:27][cH:28][c:29]([O:32][CH2:53][CH2:54][N:55]4[CH2:56][CH2:57][CH2:58][CH2:59]4)[cH:30][cH:31]3)[c:6](-[c:15]3[cH:16][cH:17][c:18]([C:21]([F:22])([F:23])[F:24])[cH:19][cH:20]3)[c:7](=[O:14])[o:8][c:9]2[cH:10][c:11]1[O:12][CH3:13]. Reactants: O.NN (hydrazine hydrate), C(#N)C(C(=O)N)=C(SC)SC (2-cyano-3,3-bis(methylthio)acrylamide), amide, NC1=CC=C(C=C1)N1C(COCC1)=O (4-(4-aminophenyl)morpholin-3-one). The solvent is CCO (EtOH). Reaction conditions: temperature 75 celsius. The product is NC1=C(C(=NN1)NC1=CC=C(C=C1)N1CC(OCC1)=O)C(=O)N (5-amino-3-((4-(2-oxomorpholino)phenyl)amino)-1H-pyrazole-4-carboxamide). Reaction SMILES: [C:1]([C:3](=[C:7](SC)SC)[C:4]([NH2:6])=[O:5])#[N:2].[NH2:12][C:13]1[CH:18]=[CH:17][C:16]([N:19]2[CH2:24][CH2:23][O:22][CH2:21][C:20]2=O)=[CH:15][CH:14]=1.[OH2:26].[NH2:27][NH2:28]>CCO>[NH2:2][C:1]1[NH:28][N:27]=[C:7]([NH:12][C:13]2[CH:18]=[CH:17][C:16]([N:19]3[CH2:24][CH2:23][O:22][C:21](=[O:26])[CH2:20]3)=[CH:15][CH:14]=2)[C:3]=1[C:4]([NH2:6])=[O:5] |f:2.3|. Reported procedure: Dissolved 0.500 g 2-cyano-3,3-bis(methylthio)acrylamide in 15 mL EtOH and added 4-(4-aminophenyl)morpholin-3-one (1.0 eq.). Stirred reaction at 75° C. until starting amide was absent by HPLC. Once complete (18 hrs), reaction was brought to room temperature and filtered to obtain a light yellow powder as product. Product was allowed to dry under vacuum for 1 hr. Product was then suspended in 10 mL EtOH and hydrazine hydrate (1 eq.) was added dropwise. Reaction was heated at 75° C. until intermedi... The reactants are NCCCOC1=C(C=C(C=C1)F)[C@@H]1N(CCC1)C1=NC=2N(C=C1)N=CC2CO ((R)-(5-(2-(2-(3-aminoprop oxy)-5-fluorophenyl)pyrrolidin-1-yl)pyrazolo[1,5-a]pyrimidin-3-yl)methanol), C1=CC=C(C=C1)P(C2=CC=CC=C2)C3=CC=CC=C3 (PPh3), ClC(Cl)(Cl)Cl (perchloromethane). Solvent: C(Cl)Cl (DCM). Conditions: time 8 hour. The product is FC=1C=C2[C@H]3CCCN3C=3C=CN4N=CC(CNCCCOC2=CC1)=C4N3 ((6R)-9-fluoro-13-oxa-2,17,21,22,25-pentaazapentacyclo-[17.5.2.02,6.07,12.022,26]hexacosa-1(25),7,9,11,19(26),20,23-heptaene). The yield is 57.4%. RXN SMILES: [NH2:1][CH2:2][CH2:3][CH2:4][O:5][C:6]1[CH:11]=[CH:10][C:9]([F:12])=[CH:8][C:7]=1[C@H:13]1[CH2:17][CH2:16][CH2:15][N:14]1[C:18]1[CH:23]=[CH:22][N:21]2[N:24]=[CH:25][C:26]([CH2:27]O)=[C:20]2[N:19]=1.C1C=CC(P(C2C=CC=CC=2)C2C=CC=CC=2)=CC=1.ClC(Cl)(Cl)Cl>C(Cl)Cl>[F:12][C:9]1[CH:8]=[C:7]2[C:6](=[CH:11][CH:10]=1)[O:5][CH2:4][CH2:3][CH2:2][NH:1][CH2:27][C:26]1=[C:20]3[N:19]=[C:18]([CH:23]=[CH:22][N:21]3[N:24]=[CH:25]1)[N:14]1[C@@H:13]2[CH2:17][CH2:16][CH2:15]1. Reported procedure: A mixture of (R)-(5-(2-(2-(3-aminoprop oxy)-5-fluorophenyl)pyrrolidin-1-yl)pyrazolo[1,5-a]pyrimidin-3-yl)methanol (50 mg, 0.130 mmol), PS—PPh3 (0.259 mmol) and perchloromethane (200 mg, 1.30 mmol) in DCM (5 mL) was shaken at ambient temperature overnight. The reaction was filtered, concentrated and purified by reverse-phase column chromatography eluting with 0-60% acetonitrile/H2O to yield the title product (27.4 mg, 57.5% yield). MS (apci) m/z=368.1 (M+H). Reactants: CC(C)(C)OC(=O)N1C2CCC1CN(c1ccc3cc([N+](=O)[O-])ccc3n1)C2, ClCCl, N, O=C(O)C(F)(F)F. Yields the product O=[N+]([O-])c1ccc2nc(N3CC4CCC(C3)N4)ccc2c1. As a reaction SMILES: [C:1]([O:2][C:3](=[O:4])[N:8]1[CH:9]2[CH2:10][N:11]([c:16]3[n:17][c:18]4[cH:19][cH:20][c:21]([N+:26](=[O:27])[O-:28])[cH:22][c:23]4[cH:24][cH:25]3)[CH2:12][CH:13]1[CH2:14][CH2:15]2)([CH3:5])([CH3:6])[CH3:7].[Cl:37][CH2:38][Cl:39].[NH3:36].[OH:29][C:30]([C:31]([F:32])([F:33])[F:34])=[O:35]>>[NH:8]1[CH:9]2[CH2:10][N:11]([c:16]3[n:17][c:18]4[cH:19][cH:20][c:21]([N+:26](=[O:27])[O-:28])[cH:22][c:23]4[cH:24][cH:25]3)[CH2:12][CH:13]1[CH2:14][CH2:15]2. Reactants: O=C1CCC(=O)O1, O, CC1(C)C(C(=O)c2cn(CC3CCOCC3)c3ccc(O)cc23)C1(C)C, c1ccncc1. Yields the product CC1(C)C(C(=O)c2cn(CC3CCOCC3)c3ccc(OC(=O)CCC(=O)O)cc23)C1(C)C. As a reaction SMILES: [O:27]=[C:28]1[CH2:29][CH2:30][C:31](=[O:32])[O:33]1.[OH2:34].[OH:1][c:2]1[cH:3][c:4]2[c:5]([C:18](=[O:19])[CH:20]3[C:21]([CH3:25])([CH3:26])[C:22]3([CH3:23])[CH3:24])[cH:6][n:7]([CH2:11][CH:12]3[CH2:13][CH2:14][O:15][CH2:16][CH2:17]3)[c:8]2[cH:9][cH:10]1.[cH:35]1[cH:36][cH:37][n:38][cH:39][cH:40]1>>[O:1]([c:2]1[cH:3][c:4]2[c:5]([C:18](=[O:19])[CH:20]3[C:21]([CH3:25])([CH3:26])[C:22]3([CH3:23])[CH3:24])[cH:6][n:7]([CH2:11][CH:12]3[CH2:13][CH2:14][O:15][CH2:16][CH2:17]3)[c:8]2[cH:9][cH:10]1)[C:31]([CH2:30][CH2:29][C:28](=[O:27])[OH:33])=[O:32]. Starting materials: FC(S(=O)(=O)OC1=CC2=CC=C(C=C2C=C1)C1=C(C=C(C=C1)F)C#N)(F)F (6-(2-cyano-4-fluorophenyl)-2-naphthyl trifluoromethanesulfonate), C1(=CC=CC=C1)S(=O)[O-].[Na+] (sodium benzene sulfinate), C([O-])([O-])=O.[Cs+].[Cs+] (cesium carbonate), C1(=CC=CC=C1)P(C1=CC=CC=2C(C3=CC=CC(=C3OC12)P(C1=CC=CC=C1)C1=CC=CC=C1)(C)C)C1=CC=CC=C1 (4,5-bis(diphenylphosphino)-9,9-dimethylxanthene). The reagents and catalysts are [Cl-].C(CCC)[N+](CCCC)(CCCC)CCCC (tetrabutylammonium chloride), C=1C=CC(=CC1)/C=C/C(=O)/C=C/C2=CC=CC=C2.C=1C=CC(=CC1)/C=C/C(=O)/C=C/C2=CC=CC=C2.C=1C=CC(=CC1)/C=C/C(=O)/C=C/C2=CC=CC=C2.[Pd].[Pd] (tris(dibenzylideneacetone)dipalladium(0)). The solvent is O (water), C1(=CC=CC=C1)C (toluene). Run at temperature 120 celsius. The product is C(C)(=O)OCC.CCCC(C)C (ethyl acetate isohexane), FC=1C=CC(=C(C#N)C1)C1=CC2=CC=C(C=C2C=C1)S(=O)(=O)C1=CC=CC=C1 (5-fluoro-2-[6-(phenylsulfonyl)-2-naphthyl]benzonitrile). The yield is 484.0%. As a reaction SMILES: FC(F)(F)S([O:6][C:7]1[CH:16]=[CH:15][C:14]2[C:9](=[CH:10][CH:11]=[C:12]([C:17]3[CH:22]=[CH:21][C:20]([F:23])=[CH:19][C:18]=3[C:24]#[N:25])[CH:13]=2)[CH:8]=1)(=O)=O.[C:28]1([S:34]([O-:36])=[O:35])[CH:33]=[CH:32][CH:31]=[CH:30][CH:29]=1.[Na+].C(=O)([O-])[O-].[Cs+].[Cs+].C1(P(C2C=CC=CC=2)C2[C:64]3[O:63][C:62]4C(=CC=C[C:61]=4P(C4C=CC=CC=4)C4C=CC=CC=4)[C:56](C)(C)[C:55]=3[CH:54]=[CH:53][CH:52]=2)C=CC=CC=1>[Cl-].C([N+](CCCC)(CCCC)CCCC)CCC.C1(C)C=CC=CC=1.C1C=CC(/C=C/C(/C=C/C2C=CC=CC=2)=O)=CC=1.C1C=CC(/C=C/C(/C=C/C2C=CC=CC=2)=O)=CC=1.C1C=CC(/C=C/C(/C=C/C2C=CC=CC=2)=O)=CC=1.[Pd].[Pd].O>[C:62]([O:6][CH2:7][CH3:16])(=[O:63])[CH3:61].[CH3:52][CH2:53][CH2:54][CH:55]([CH3:56])[CH3:64].[F:23][C:20]1[CH:21]=[CH:22][C:17]([C:12]2[CH:11]=[CH:10][C:9]3[C:14](=[CH:15][CH:16]=[C:7]([S:34]([C:28]4[CH:33]=[CH:32][CH:31]=[CH:30][CH:29]=4)(=[O:36])=[O:35])[CH:8]=3)[CH:13]=2)=[C:18]([CH:19]=1)[C:24]#[N:25] |f:1.2,3.4.5,7.8,10.11.12.13.14,16.17|. Procedure: A mixture of 6-(2-cyano-4-fluorophenyl)-2-naphthyl trifluoromethanesulfonate (0.65 g, 1.65 mmol), sodium benzene sulfinate (0.33 g, 1.97 mmol), cesium carbonate (0.81 g, 2.48 mmol), tris(dibenzylideneacetone)dipalladium(0) (38 mg, 0.04 mmol), 4,5-bis(diphenylphosphino)-9,9-dimethylxanthene (49 mg, 0.08 mmol) and tetrabutylammonium chloride (0.55 g, 1.98 mmol) in toluene (15 mL) was heated at 120° C. under nitrogen for 4 hours. It was allowed to cool, poured into water (150 mL) and extracted with... Starting materials: C(C1=CC=CC=C1)OC1=C(N(C=CC1=O)CCO)C(C1=CC=CC=C1)O (3-benzyloxy-1-(2-hydroxy-ethyl)-2-(hydroxy-phenyl-methyl)-1H-pyridin-4-one). Reagents/catalysts: [Pd] (palladium on carbon). Run in CO (methanol). The product is C(C1=CC=CC=C1)C=1N(C=CC(C1O)=O)CCO (2-benzyl-3-hydroxy-1-(2-hydroxy-ethyl)-1H-pyridin-4-one). As a reaction SMILES: C([O:8][C:9]1[C:14](=[O:15])[CH:13]=[CH:12][N:11]([CH2:16][CH2:17][OH:18])[C:10]=1[CH:19](O)[C:20]1[CH:25]=[CH:24][CH:23]=[CH:22][CH:21]=1)C1C=CC=CC=1>CO.[Pd]>[CH2:19]([C:10]1[N:11]([CH2:16][CH2:17][OH:18])[CH:12]=[CH:13][C:14](=[O:15])[C:9]=1[OH:8])[C:20]1[CH:21]=[CH:22][CH:23]=[CH:24][CH:25]=1. Reported procedure: 2.14 g of 3-benzyloxy-1-(2-hydroxy-ethyl)-2-(hydroxy-phenyl-methyl)-1H-pyridin-4-one (Example 1d) are hydrogenated in 200 ml of methanol over 0.5 g of palladium on carbon (5%) under normal pressure and at a temperature of 50° C. until 2 mol of H2 per mol of starting material have been taken up. The catalyst is removed by filtration and the filtrate is concentrated by evaporation using a rotary evaporator. The residue is recrystallised from ethanol, yielding 2-benzyl-3-hydroxy-1-(2-hydroxy-ethyl)...